From a dataset of the Open Reaction Database (ORD), a public repository of structured organic reaction records. describe an organic reaction: reactants, conditions, products, and yield Reactants: NC=1C=C(C=CC1)O (m-Aminophenol), C(C)(=O)[O-].[Na+] (sodium acetate), BrCC(=O)Br (bromoacetyl bromide). Run in C(C)(=O)O (acetic acid). Run at temperature 10 celsius. Yields the product OC=1C=C(NC(CBr)=O)C=CC1 (3'-hydroxybromoacetanilide). Reaction SMILES: [NH2:1][C:2]1[CH:3]=[C:4]([OH:8])[CH:5]=[CH:6][CH:7]=1.C([O-])(=O)C.[Na+].[Br:14][CH2:15][C:16](Br)=[O:17]>C(O)(=O)C>[OH:8][C:4]1[CH:3]=[C:2]([CH:7]=[CH:6][CH:5]=1)[NH:1][C:16](=[O:17])[CH2:15][Br:14] |f:1.2|. Procedure details: m-Aminophenol, 66.5 g. (0.61 mole), is dissolved in 500 ml. of a 50/50 (v/v) mixture of glacial acetic acid and saturated sodium acetate solution. The mixture is cooled to approximately 10° C. and 200 g. (0.99 mole) of bromoacetyl bromide is added dropwise. The temperature is maintained between 15° and 20° C. When addition is complete, the mixture is stirred while cooling until the temperature is about 5° C. The product is filtered off, washed successively with cold water, saturated sodium bicar... Starting materials: BrC1=CC=C(C=C1)[N+](=O)[O-] (4-bromonitrobenzene), C(C(=C)C)(=O)OCC (ethyl methacrylate). Isolated yield 46.0%. Procedure details: The procedure described in Example 26 is repeated, but using 5.05 g (25 mmols) of 4-bromonitrobenzene and 3.43 ml (27.5 mmols) of ethyl methacrylate. After a reaction time of 8 hours at 130° C. and working up as described in Example 1, recrystallising the crude product from methanol gives 2.70 g (11.5 mmols) of ethyl α-methyl-4-nitrocinnamate in the form of yellow crystals of melting point 75° C.; yield 46% of theory (conversion figure 4600; Pd content 0.01 mol %). Analysis for C12H13NO4 (molecu... Reaction SMILES: Br[C:2]1[CH:7]=[CH:6][C:5]([N+:8]([O-:10])=[O:9])=[CH:4][CH:3]=1.[C:11]([O:16][CH2:17][CH3:18])(=[O:15])[C:12]([CH3:14])=[CH2:13]>>[CH3:14][C:12](=[CH:13][C:2]1[CH:7]=[CH:6][C:5]([N+:8]([O-:10])=[O:9])=[CH:4][CH:3]=1)[C:11]([O:16][CH2:17][CH3:18])=[O:15]. Product: CC(C(=O)OCC)=CC1=CC=C(C=C1)[N+](=O)[O-] (ethyl α-methyl-4-nitrocinnamate). The reactants are COC([C@H](CC1=CC=C(C=C1)C1=C(C(=NC=C1)C)C)NC(=O)[C@H]1NCC=2C=C3C(=CC2C1)OC[C@@H](O3)C3=CC=C(C=C3)OCC3=CC(=C(C=C3)Cl)Cl)=O ((S)-2-({(3S,8S)-3-[4-(3,4-Dichloro-benzyloxy)-phenyl]-2,3,6,7,8,9-hexahydro-[1,4]dioxino[2,3-g]isoquinoline-8-carbonyl}-amino)-3-[4-(2,3-dimethyl-pyridin-4-yl)-phenyl]-propionic acid methyl ester), CC=1OC=C(N1)C(=O)Cl (2-methyl-oxazole-4-carbonyl chloride). Product: ClC=1C=C(COC2=CC=C(C=C2)[C@@H]2OC=3C(=CC=4C[C@H](N(CC4C3)C(=O)C=3N=C(OC3)C)C(=O)N[C@H](C(=O)O)CC3=CC=C(C=C3)C3=C(C(=NC=C3)C)C)OC2)C=CC1Cl ((S)-2-{[(3S,8S)-3-[4-(3,4-Dichloro-benzyloxy)-phenyl]-7-(2-methyl-oxazole-4-carbonyl)-2,3,6,7,8,9-hexahydro-[1,4]dioxino[2,3-g]isoquinoline-8-carbonyl]-amino}-3-[4-(2,3-dimethyl-pyridin-4-yl)-phenyl]-propionic acid). RXN SMILES: C[O:2][C:3](=[O:53])[C@@H:4]([NH:20][C:21]([C@@H:23]1[CH2:32][C:31]2[CH:30]=[C:29]3[O:33][CH2:34][C@H:35]([C:37]4[CH:42]=[CH:41][C:40]([O:43][CH2:44][C:45]5[CH:50]=[CH:49][C:48]([Cl:51])=[C:47]([Cl:52])[CH:46]=5)=[CH:39][CH:38]=4)[O:36][C:28]3=[CH:27][C:26]=2[CH2:25][NH:24]1)=[O:22])[CH2:5][C:6]1[CH:11]=[CH:10][C:9]([C:12]2[CH:17]=[CH:16][N:15]=[C:14]([CH3:18])[C:13]=2[CH3:19])=[CH:8][CH:7]=1.[CH3:54][C:55]1[O:56][CH:57]=[C:58]([C:60](Cl)=[O:61])[N:59]=1>>[Cl:52][C:47]1[CH:46]=[C:45]([CH:50]=[CH:49][C:48]=1[Cl:51])[CH2:44][O:43][C:40]1[CH:39]=[CH:38][C:37]([C@H:35]2[CH2:34][O:33][C:29]3=[CH:30][C:31]4[CH2:32][C@@H:23]([C:21]([NH:20][C@@H:4]([CH2:5][C:6]5[CH:11]=[CH:10][C:9]([C:12]6[CH:17]=[CH:16][N:15]=[C:14]([CH3:18])[C:13]=6[CH3:19])=[CH:8][CH:7]=5)[C:3]([OH:53])=[O:2])=[O:22])[N:24]([C:60]([C:58]5[N:59]=[C:55]([CH3:54])[O:56][CH:57]=5)=[O:61])[CH2:25][C:26]=4[CH:27]=[C:28]3[O:36]2)=[CH:42][CH:41]=1. Procedure details: (S)-2-({(3S,8S)-3-[4-(3,4-Dichloro-benzyloxy)-phenyl]-2,3,6,7,8,9-hexahydro-[1,4]dioxino[2,3-g]isoquinoline-8-carbonyl}-amino)-3-[4-(2,3-dimethyl-pyridin-4-yl)-phenyl]-propionic acid methyl ester (30 mg) was reacted with 2-methyl-oxazole-4-carbonyl chloride (prepared above) according to General Procedure F and purified over silica (hexanes to 1:1 hexanes EtOAc to 1:1 hexanes EtOAc+1% MeOH). The resulting compound was hydrolyzed according to General Procedure B to give the title compound (10 mg).... Reactants: C=1C=CC(=CC1)P(C=2C=CC=CC2)C3=CC=C4C=CC=CC4=C3C5=C6C=CC=CC6=CC=C5P(C=7C=CC=CC7)C=8C=CC=CC8 (BINAP), BrC=1C=C2C=C(C(=NC2=NC1)C)C(=O)NCC1=CC=C(C=C1)C(C)(C)C (6-bromo-N-(4-tert-butylbenzyl)-2-methyl-1,8-naphthyridine-3-carboxamide), C1(=CC=CC=C1)C(=N)C1=CC=CC=C1 (diphenylmethanimine), CC(C)(C)[O-].[K+] (KOtBu). Reagents/catalysts: C=1C=CC(=CC1)/C=C/C(=O)/C=C/C2=CC=CC=C2.C=1C=CC(=CC1)/C=C/C(=O)/C=C/C2=CC=CC=C2.C=1C=CC(=CC1)/C=C/C(=O)/C=C/C2=CC=CC=C2.[Pd].[Pd] (Pd2 dba3). Run in C1(=CC=CC=C1)C (toluene), CCOC(=O)C (EtOAc). Conditions: temperature 80 celsius. Product: NC=1C=C2C=C(C(=NC2=NC1)C)C(=O)NCC1=CC=C(C=C1)C(C)(C)C (6-amino-N-(4-tert-butylbenzyl)-2-methyl-1,8-naphthyridine-3-carboxamide). Yield: 2.6%. RXN SMILES: C1C=CC(P(C2C(C3C(P(C4C=CC=CC=4)C4C=CC=CC=4)=CC=C4C=3C=CC=C4)=C3C(C=CC=C3)=CC=2)C2C=CC=CC=2)=CC=1.Br[C:48]1[CH:49]=[C:50]2[C:55](=[N:56][CH:57]=1)[N:54]=[C:53]([CH3:58])[C:52]([C:59]([NH:61][CH2:62][C:63]1[CH:68]=[CH:67][C:66]([C:69]([CH3:72])([CH3:71])[CH3:70])=[CH:65][CH:64]=1)=[O:60])=[CH:51]2.C1(C(C2C=CC=CC=2)=[NH:80])C=CC=CC=1.CC([O-])(C)C.[K+]>C1(C)C=CC=CC=1.CCOC(C)=O.C1C=CC(/C=C/C(/C=C/C2C=CC=CC=2)=O)=CC=1.C1C=CC(/C=C/C(/C=C/C2C=CC=CC=2)=O)=CC=1.C1C=CC(/C=C/C(/C=C/C2C=CC=CC=2)=O)=CC=1.[Pd].[Pd]>[NH2:80][C:48]1[CH:49]=[C:50]2[C:55](=[N:56][CH:57]=1)[N:54]=[C:53]([CH3:58])[C:52]([C:59]([NH:61][CH2:62][C:63]1[CH:68]=[CH:67][C:66]([C:69]([CH3:72])([CH3:71])[CH3:70])=[CH:65][CH:64]=1)=[O:60])=[CH:51]2 |f:3.4,7.8.9.10.11|. Reported procedure: 9.2 mg (0.01 mmol) Pd2 dba3 and 19 mg (0.03 mmol) BINAP were added to a degassed mixture of 205 mg (0.5 mmol) 6-bromo-N-(4-tert-butylbenzyl)-2-methyl-1,8-naphthyridine-3-carboxamide, 100 ml (0.6 mmol) diphenylmethanimine and 79 mg (0.7 mmol) KOtBu in 2 ml toluene. The flask was sealed with a septa and heated at 80° C. over night. The reaction mixture was diluted with EtOAc and filtered through celite and SiO2 with EtOAc. The filtrate was concentrated and treated with THF and 1.0 M HCl for 2 h. T... Reactants: IN1C(CCC1=O)=O (N-Iodosuccinimide), ClC1=CC=C2C(C(NC2=C1)=O)=O (6-chloro-isatin), S(=O)(=O)(C(F)(F)F)O (TfOH). Reaction conditions: time 19 hour. The product is IC=1C=C2C(C(NC2=CC1)=O)=O (5-iodo-isatine). Isolated yield 99.6%. RXN SMILES: [I:1]N1C(=O)CCC1=O.Cl[C:10]1[CH:18]=[C:17]2[C:13]([C:14](=[O:20])[C:15](=[O:19])[NH:16]2)=[CH:12][CH:11]=1.S(O)(C(F)(F)F)(=O)=O>>[I:1][C:11]1[CH:12]=[C:13]2[C:17](=[CH:18][CH:10]=1)[NH:16][C:15](=[O:19])[C:14]2=[O:20]. Procedure: N-Iodosuccinimide (8.68 g, 38.6 mmol) was added to a stirred mixture of 6-chloro-isatin (6.98 g, 38.6 mmol) and TfOH (120 g) at 0° C. under N2. Ice-bath was removed and stirring at room temperature was continued for 19 h. The mixture was poured to ice-water. The precipitate was collected by filtration, washed with water (until pH˜7), and dried to give 6-chloro, 5-iodo-isatine (10.5 g) as a 95% pure (1H NMR, 400 MHz), orange solid: 1H NMR (DMSO-d6) 7.10 (s, 1 H), 7.96 (s, 1 H), 11.21 (s, 1 H); ms... Starting materials: BrC=1N=CC(=NC1)C(=O)N1CCN(CC1)C1=NC=C(C=C1C)C ((5-bromopyrazin-2-yl)[4-(3,5-dimethylpyridin-2-yl)piperazin-1-yl]methanone), CC1(CNC(O1)=O)C (5,5-dimethyloxazolidin-2-one). Product: CC=1C(=NC=C(C1)C)N1CCN(CC1)C(=O)C=1N=CC(=NC1)N1C(OC(C1)(C)C)=O (3-{5-[4-(3,5-dimethylpyridin-2-yl)piperazine-1-carbonyl]pyrazin-2-yl}-5,5-dimethyloxazolidin-2-one). Yield: 52.7%. As a reaction SMILES: Br[C:2]1[N:3]=[CH:4][C:5]([C:8]([N:10]2[CH2:15][CH2:14][N:13]([C:16]3[C:21]([CH3:22])=[CH:20][C:19]([CH3:23])=[CH:18][N:17]=3)[CH2:12][CH2:11]2)=[O:9])=[N:6][CH:7]=1.[CH3:24][C:25]1([CH3:31])[O:29][C:28](=[O:30])[NH:27][CH2:26]1>>[CH3:22][C:21]1[C:16]([N:13]2[CH2:14][CH2:15][N:10]([C:8]([C:5]3[N:6]=[CH:7][C:2]([N:27]4[CH2:26][C:25]([CH3:31])([CH3:24])[O:29][C:28]4=[O:30])=[N:3][CH:4]=3)=[O:9])[CH2:11][CH2:12]2)=[N:17][CH:18]=[C:19]([CH3:23])[CH:20]=1. Procedure: Using (5-bromopyrazin-2-yl)[4-(3,5-dimethylpyridin-2-yl)piperazin-1-yl]methanone (113 mg) described in Preparation Example 232 and 5,5-dimethyloxazolidin-2-one (52 mg) and by the reaction and treatment in the same manner as in Example 1, the title compound (65 mg) was obtained.